This data is from the Open Reaction Database (ORD), a public repository of structured organic reaction records. The task is: describe an organic reaction: reactants, conditions, products, and yield Reactants: N1(C[C@@H](CCC1)C(=O)OCC)C(=O)OC(C)(C)C ((R)-1-tert-butyl 3-ethyl piperidine-1,3-dicarboxylate), [Li+].[OH-] (LiOH). The solvent is CO (MeOH), O (water). Reaction conditions: time 8 hour. Product: C(C)(C)(C)OC(=O)N1C[C@@H](CCC1)C(=O)O ((R)-1-(tert-butoxycarbonyl)piperidine-3-carboxylic acid). Isolated yield 91.4%. Reaction SMILES: [N:1]1([C:12]([O:14][C:15]([CH3:18])([CH3:17])[CH3:16])=[O:13])[CH2:6][CH2:5][CH2:4][C@@H:3]([C:7]([O:9]CC)=[O:8])[CH2:2]1.[Li+].[OH-]>CO.O>[C:15]([O:14][C:12]([N:1]1[CH2:6][CH2:5][CH2:4][C@@H:3]([C:7]([OH:9])=[O:8])[CH2:2]1)=[O:13])([CH3:18])([CH3:16])[CH3:17] |f:1.2|. Procedure: To a solution of (R)-1-tert-butyl 3-ethyl piperidine-1,3-dicarboxylate (2.2 kg, 8.469 mol, 1 eq) in 5 L of MeOH was added a solution of LiOH (629.6 g, 15 mol, 1.77 eq) in 7.5 L of water at 0-5° C. After addition, the mixture was stirred overnight at room temperature. TLC showed the starting material was consumed. The pH of the system was adjusted to 7 by addition of saturated citric acid solution. Most of the methanol was removed. The pH was adjusted to 4-5 with citric acid. The mixture was extr... The reactants are CN(C)CCn1ccc(=O)c(OCc2ccccc2)c1C(O)c1ccccc1, CCO, ClCCl. Yields the product CN(C)CCn1ccc(=O)c(O)c1C(O)c1ccccc1. As a reaction SMILES: [CH2:1]([c:2]1[cH:3][cH:4][cH:5][cH:6][cH:7]1)[O:8][c:9]1[c:10]([CH:21]([c:22]2[cH:23][cH:24][cH:25][cH:26][cH:27]2)[OH:28])[n:11]([CH2:16][CH2:17][N:18]([CH3:19])[CH3:20])[cH:12][cH:13][c:14]1=[O:15].[CH2:29]([OH:30])[CH3:31].[Cl:32][CH2:33][Cl:34]>>[OH:8][c:9]1[c:10]([CH:21]([c:22]2[cH:23][cH:24][cH:25][cH:26][cH:27]2)[OH:28])[n:11]([CH2:16][CH2:17][N:18]([CH3:19])[CH3:20])[cH:12][cH:13][c:14]1=[O:15].